From a dataset of the Open Reaction Database (ORD), a public repository of structured organic reaction records. describe an organic reaction: reactants, conditions, products, and yield Product: FC(F)=C(F)C(F)(F)OC(F)(F)C(F)(F)C(F)(F)C(F)(F)C(F)(F)C(F)(F)C(F)(F)C(F)(F)F. As a reaction SMILES: [CH3:3][O:4][CH2:5][CH2:6][O:7][CH2:8][CH2:9][O:10][CH3:11].[F-:1].[F:12][C:13]([C:14]([C:15]([C:16]([C:17]([C:18]([C:19](=[O:20])[F:21])([F:22])[F:23])([F:24])[F:25])([F:26])[F:27])([F:28])[F:29])([F:30])[F:31])([C:32]([F:33])([F:34])[F:35])[F:36].[K+:2].[OH2:50].[S:37]([F:38])([O:39][C:41]([C:42](=[C:43]([F:44])[F:45])[F:46])([F:47])[F:48])(=[O:40])=[O:49]>>[F:1][C:19]([C:18]([C:17]([C:16]([C:15]([C:14]([C:13]([F:12])([C:32]([F:33])([F:34])[F:35])[F:36])([F:30])[F:31])([F:28])[F:29])([F:26])[F:27])([F:24])[F:25])([F:22])[F:23])([O:20][C:41]([C:42](=[C:43]([F:44])[F:45])[F:46])([F:47])[F:48])[F:21]. Reactants: COCCOCCOC, [F-], O=C(F)C(F)(F)C(F)(F)C(F)(F)C(F)(F)C(F)(F)C(F)(F)C(F)(F)F, [K+], O, O=S(=O)(F)OC(F)(F)C(F)=C(F)F. Starting materials: ClC1=CC=C(OC(C#N)(C)C)C=C1 (2-(4-chlorophenoxy)-2-methylpropanenitrile), Cl (HCl), C(C)O (ethanol). The product is Cl.ClC1=CC=C(OC(C(OCC)=N)(C)C)C=C1 (Ethyl 2-(4-chlorophenoxy)-2-methylpropanimidate hydrochloride). Reaction SMILES: [Cl:1][C:2]1[CH:13]=[CH:12][C:5]([O:6][C:7]([CH3:11])([CH3:10])[C:8]#[N:9])=[CH:4][CH:3]=1.Cl.[CH2:15]([OH:17])[CH3:16]>>[ClH:1].[Cl:1][C:2]1[CH:13]=[CH:12][C:5]([O:6][C:7]([CH3:10])([CH3:11])[C:8](=[NH:9])[O:17][CH2:15][CH3:16])=[CH:4][CH:3]=1 |f:3.4|. Reported procedure: Commercially available 2-(4-chlorophenoxy)-2-methylpropanenitrile (Maybridge), HCl gas and ethanol were processed using the method described for Example 4A to obtain the titled compound. MS (ESI+) m/z 242 (M+H)+. The reactants are CC(CC(=O)O)(C)S (3-methyl-3-sulfanylbutanoic acid), FC(C(=O)O)(F)F (trifluoroacetic acid), COC1=C(CO)C(=CC(=C1)OC)OC (2,4,6-trimethoxybenzyl alcohol). The solvent is C(Cl)Cl (methylene chloride), C(Cl)Cl (methylene chloride). Reaction conditions: temperature 5 celsius, time 5 minute. The product is CC(CC(=O)O)(C)SC1=C(C=C(C=C1OC)OC)OC (3-Methyl-3-(2,4,6-trimethoxyphenylthio)butanoic Acid). Isolated yield 70.0%. Reaction SMILES: [CH3:1][C:2]([SH:8])([CH3:7])[CH2:3][C:4]([OH:6])=[O:5].FC(F)(F)C(O)=O.[CH3:16][O:17][C:18]1[CH:25]=[C:24]([O:26][CH3:27])[CH:23]=[C:22]([O:28][CH3:29])[C:19]=1CO>C(Cl)Cl>[CH3:1][C:2]([S:8][C:19]1[C:22]([O:28][CH3:29])=[CH:23][C:24]([O:26][CH3:27])=[CH:25][C:18]=1[O:17][CH3:16])([CH3:7])[CH2:3][C:4]([OH:6])=[O:5]. Procedure details: To a solution of 3-methyl-3-sulfanylbutanoic acid (Sweetman et al, J. Med Chem.,14:868 (1971), the disclosure of which is incorporated herein by reference in its entirety) (4.6 g, 34 mmol) in methylene chloride (250 mL) under nitrogen and cooled over ice/salt to 5° C. (internal temperature) was added trifluoroacetic acid (82 g, 0.72 mol). No significant temperature rise was noted during the addition. To this was then added dropwise a solution of 2,4,6-trimethoxybenzyl alcohol (Munson et al., J. ... The reactants are C(C)(=O)NC1=CC=C(C=C1)B(O)O (4-(acetamido)phenylboronic acid), C([O-])([O-])=O.[Na+].[Na+] (sodium carbonate), BrC1=CC(=C(C(=O)OC)C=C1)NC1=CC=C(C=C1)F (methyl 4-bromo-2-(4-fluoroanilino)benzoate), C(C)(=O)NC1=CC=C(C=C1)B(O)O (4-(acetamido)phenylboronic acid), C([O-])([O-])=O.[Na+].[Na+] (sodium carbonate), di(acetato)dicyclohexylphenylphosphine palladium(II). Run in CN(C(C)=O)C (N,N-dimethylacetamide). Reaction conditions: temperature 90 celsius, time 12 hour. The product is C(C)(=O)NC1=CC=C(C=C1)C1=CC(=C(C(=O)O)C=C1)NC1=CC=C(C=C1)F (4-(4-(acetamido)phenyl)-2-(4-fluoroanilino)benzoic acid). Yield: 17.8%. RXN SMILES: Br[C:2]1[CH:11]=[CH:10][C:5]([C:6]([O:8]C)=[O:7])=[C:4]([NH:12][C:13]2[CH:18]=[CH:17][C:16]([F:19])=[CH:15][CH:14]=2)[CH:3]=1.[C:20]([NH:23][C:24]1[CH:29]=[CH:28][C:27](B(O)O)=[CH:26][CH:25]=1)(=[O:22])[CH3:21].C(=O)([O-])[O-].[Na+].[Na+]>CN(C)C(=O)C>[C:20]([NH:23][C:24]1[CH:29]=[CH:28][C:27]([C:2]2[CH:11]=[CH:10][C:5]([C:6]([OH:8])=[O:7])=[C:4]([NH:12][C:13]3[CH:18]=[CH:17][C:16]([F:19])=[CH:15][CH:14]=3)[CH:3]=2)=[CH:26][CH:25]=1)(=[O:22])[CH3:21] |f:2.3.4|. Procedure: To N,N-dimethylacetamide 2.5 mL solution of methyl 4-bromo-2-(4-fluoroanilino)benzoate 70 mg were added 4-(acetamido)phenylboronic acid 77 mg, sodium carbonate 69 mg and polymer-carried di(acetato)dicyclohexylphenylphosphine palladium(II) 31 mg, and it was stirred at 90° C. for 12 hours. After the reaction mixture was cooled to room temperature, 4-(acetamido)phenylboronic acid 39 mg and sodium carbonate 22 mg were added, and it was stirred at 95° C. for 14 hours. After the reaction mixture was c... The reactants are COC(C1=CC=C(C=C1)CNC1=C(C=C(C=C1)C)[N+](=O)[O-])=O (4-[(4-methyl-2-nitrophenylamino)methyl]benzoic acid methyl ester), O.NN (hydrazine hydrate). Reagents/catalysts: [Pd] (Pd/C). The solvent is C(Cl)Cl (CH2Cl2), CO (CH3OH). Product: COC(C1=CC=C(C=C1)CNC1=C(C=C(C=C1)C)N)=O (4-[(2-amino-4-methylphenylamino)methyl]benzoic acid methyl ester). The yield is 93.0%. RXN SMILES: [CH3:1][O:2][C:3](=[O:22])[C:4]1[CH:9]=[CH:8][C:7]([CH2:10][NH:11][C:12]2[CH:17]=[CH:16][C:15]([CH3:18])=[CH:14][C:13]=2[N+:19]([O-])=O)=[CH:6][CH:5]=1.O.NN>CO.C(Cl)Cl.[Pd]>[CH3:1][O:2][C:3](=[O:22])[C:4]1[CH:5]=[CH:6][C:7]([CH2:10][NH:11][C:12]2[CH:17]=[CH:16][C:15]([CH3:18])=[CH:14][C:13]=2[NH2:19])=[CH:8][CH:9]=1 |f:1.2|. Procedure: A stirred solution 4-[(4-methyl-2-nitrophenylamino)methyl]benzoic acid methyl ester (7.0 g, 23 mmol,) in CH3OH was treated with 5% Pd/C (50% wet, 30% w/w) and hydrazine hydrate (5.8 g, 116 mmol). The reaction mixture was heated to reflux temperature for 2 h, cooled to room temperature and filtered through celite. The filtrate was evaporated to give a residue. The residue was dissolved in CH2Cl2, washed with water, dried over anhydrous Na2SO4 and evaporated to afford 4-[(2-amino-4-methylphenylami... Reactants: C(C1=CC=CC=C1)OCC(=O)Cl (benzyloxyacetyl chloride), C(C)(=O)O[C@@H](CCCCN1C(N(C(=C(C1=O)N=O)N)C)=O)C ((R)-3-(5-acetoxyhexyl)-6-amino-1-methyl-5-nitroso-uracil), [SH-].[Na+] (sodium hydrosulfide), C([O-])([O-])=O.[K+].[K+] (potassium carbonate), Cl (hydrochloric acid). Solvent: [OH-].[Na+] (sodium hydroxide), C(Cl)(Cl)Cl (Chloroform), O (water). Conditions: temperature 60 celsius, time 1 hour. The product is C(C1=CC=CC=C1)OCC1=NC=2N(C(N(C(C2N1)=O)CCCC[C@@H](C)O)=O)C ((R)-8-benzyloxymethyl-1-(5-hydroxyhexyl)-3-methylxanthine). Isolated yield 76.1%. As a reaction SMILES: C([O:4][C@H:5]([CH3:22])[CH2:6][CH2:7][CH2:8][CH2:9][N:10]1[C:15](=[O:16])[C:14]([N:17]=O)=[C:13]([NH2:19])[N:12]([CH3:20])[C:11]1=[O:21])(=O)C.[SH-].[Na+].C(=O)([O-])[O-].[K+].[K+].[CH2:31]([O:38][CH2:39][C:40](Cl)=O)[C:32]1[CH:37]=[CH:36][CH:35]=[CH:34][CH:33]=1.Cl>O.[OH-].[Na+].C(Cl)(Cl)Cl>[CH2:31]([O:38][CH2:39][C:40]1[NH:17][C:14]2[C:15](=[O:16])[N:10]([CH2:9][CH2:8][CH2:7][CH2:6][C@H:5]([OH:4])[CH3:22])[C:11](=[O:21])[N:12]([CH3:20])[C:13]=2[N:19]=1)[C:32]1[CH:37]=[CH:36][CH:35]=[CH:34][CH:33]=1 |f:1.2,3.4.5,9.10|. Reported procedure: To a stirred suspension of (R)-3-(5-acetoxyhexyl)-6-amino-1-methyl-5-nitroso-uracil (prepared as described for CT12452) (23.35 g, 74.8 mmol) in water (230 ml) at 60° C. was added sodium hydrosulfide (61.7 g) in portions. After heating at 60° C. for additional 1 hour, the reaction mixture was cooled to 0-5° C. Chloroform (240 ml) was added followed by potassium carbonate (51.8 g), 37.5 mmol) in portions. The reaction mixture was stirred at 0-5° C. for additional 0.5 hour whereupon benzyloxyacetyl... The reactants are COC(C1=CC(=CC=C1)SC=1C=NC=C(C1)COC1=C(C(=C(C=C1)C(C)=O)O)CCC)=O (3-[5-(4-acetyl-3-hydroxy-2-propyl-phenoxymethyl)-pyridin-3-ylsulfanyl]-benzoic acid methyl ester), solid, [OH-].[Li+] (lithium hydroxide). Run in CO (methanol), O (water). Run at time 12 hour. Product: C(C)(=O)C1=C(C(=C(OCC=2C=C(C=NC2)SC=2C=C(C(=O)O)C=CC2)C=C1)CCC)O (3-[5-(4-acetyl-3-hydroxy-2-propyl-phenoxymethyl)-pyridin-3-ylsulfanyl]-benzoic acid). Reaction SMILES: C[O:2][C:3](=[O:32])[C:4]1[CH:9]=[CH:8][CH:7]=[C:6]([S:10][C:11]2[CH:12]=[N:13][CH:14]=[C:15]([CH2:17][O:18][C:19]3[CH:24]=[CH:23][C:22]([C:25](=[O:27])[CH3:26])=[C:21]([OH:28])[C:20]=3[CH2:29][CH2:30][CH3:31])[CH:16]=2)[CH:5]=1.[OH-].[Li+]>CO.O>[C:25]([C:22]1[CH:23]=[CH:24][C:19]([O:18][CH2:17][C:15]2[CH:16]=[C:11]([S:10][C:6]3[CH:5]=[C:4]([CH:9]=[CH:8][CH:7]=3)[C:3]([OH:32])=[O:2])[CH:12]=[N:13][CH:14]=2)=[C:20]([CH2:29][CH2:30][CH3:31])[C:21]=1[OH:28])(=[O:27])[CH3:26] |f:1.2|. Procedure details: Dissolve 3-[5-(4-acetyl-3-hydroxy-2-propyl-phenoxymethyl)-pyridin-3-ylsulfanyl]-benzoic acid methyl ester (379 mg, 0.84 mmol) in methanol (2 mL) and water (0.5 mL). Add 2N aqueous lithium hydroxide solution (0.42 mL, 0.84 mmol). After 12 hours, concentrate under reduced pressure and dissolve residue in 4N hydrochloric acid in dioxane. Add water until white precipitate forms, and collect by filtration. Triturate in ethyl acetate, then methanol. Collect the title compound by filtration as a white ...